This data is from the Open Reaction Database (ORD), a public repository of structured organic reaction records. The task is: describe an organic reaction: reactants, conditions, products, and yield Starting materials: O (water), ClC(C(=O)N=C=O)(Cl)Cl (trichloroacetyl isocyanate), C(C)(C)(C)C1=C(C=C(C=C1)CCC(CC1CCCCC1)O)NC(CC1C2=CC=CC=C2OC=2C=CC=CC12)=O (N-[2-t-Butyl-5-(4-cyclohexyl-3-hydroxybutyl)phenyl]-2-(9H-xanthen-9-yl)acetamide), C([O-])([O-])=O.[Ca+2] (calcium carbonate). The solvent is C1=CC=CC=C1 (benzene). Conditions: time 10 minute. The product is C(C)(C)(C)C1=C(C=C(C=C1)CCC(CC1CCCCC1)OC(N)=O)NC(CC1C2=CC=CC=C2OC=2C=CC=CC12)=O (N-[2-t-Butyl -5-(4-cyclohexyl-3-carbamoyloxybutyl)phenyl]-2-(9H-xanthen-9-yl)acetamide). Yield: 45.6%. Reaction SMILES: ClC(Cl)(Cl)[C:3]([N:5]=C=O)=[O:4].[C:10]([C:14]1[CH:19]=[CH:18][C:17]([CH2:20][CH2:21][CH:22]([OH:30])[CH2:23][CH:24]2[CH2:29][CH2:28][CH2:27][CH2:26][CH2:25]2)=[CH:16][C:15]=1[NH:31][C:32](=[O:48])[CH2:33][CH:34]1[C:47]2[CH:46]=[CH:45][CH:44]=[CH:43][C:42]=2[O:41][C:40]2[C:35]1=[CH:36][CH:37]=[CH:38][CH:39]=2)([CH3:13])([CH3:12])[CH3:11].C(=O)([O-])[O-].[Ca+2].O>C1C=CC=CC=1>[C:10]([C:14]1[CH:19]=[CH:18][C:17]([CH2:20][CH2:21][CH:22]([O:30][C:3](=[O:4])[NH2:5])[CH2:23][CH:24]2[CH2:25][CH2:26][CH2:27][CH2:28][CH2:29]2)=[CH:16][C:15]=1[NH:31][C:32](=[O:48])[CH2:33][CH:34]1[C:35]2[CH:36]=[CH:37][CH:38]=[CH:39][C:40]=2[O:41][C:42]2[C:47]1=[CH:46][CH:45]=[CH:44][CH:43]=2)([CH3:13])([CH3:11])[CH3:12] |f:2.3|. Reported procedure: 64 μl (0.54 mmol) of trichloroacetyl isocyanate, were added to a solution of 272 mg (0.52 mmol) of N-[2-t-butyl-5-(4-cyclohexyl-3-hydroxybutyl)phenyl]-2-(9H-xanthen-9-yl)acetamide (prepared as described in Example 12) in 6 ml of benzene, and the resulting mixture was stirred for 10 minutes. At the end of this time, a methanolic solution of calcium carbonate was then added, whilst stirring. The reaction mixture was then mixed with water, and the organic phase was separated and dried. The solvent ... The reactants are CC(C)(C)[O-], CS(C)=O, O=C1C2COCCN2c2nc(Cl)ncc2N1CC1CCOC1, CI, [Na+], O. Product: CC12COCCN1c1nc(Cl)ncc1N(CC1CCOC1)C2=O. Reaction SMILES: [CH3:25][C:26]([O-:27])([CH3:28])[CH3:29].[CH3:31][S:32]([CH3:33])=[O:34].[Cl:1][c:2]1[n:3][c:4]2[c:9]([cH:10][n:11]1)[N:8]([CH2:12][CH:13]1[CH2:14][O:15][CH2:16][CH2:17]1)[C:7](=[O:18])[CH:6]1[N:5]2[CH2:22][CH2:21][O:20][CH2:19]1.[I:23][CH3:24].[Na+:30].[OH2:35]>>[Cl:1][c:2]1[n:3][c:4]2[c:9]([cH:10][n:11]1)[N:8]([CH2:12][CH:13]1[CH2:14][O:15][CH2:16][CH2:17]1)[C:7](=[O:18])[C:6]1([CH3:25])[N:5]2[CH2:22][CH2:21][O:20][CH2:19]1. Reactants: N(=[N+]=[N-])CC=1C=C2C=C(N(C2=CC1)C(=O)OC(C)(C)C)C=1C(=NC2=CC=CC=C2C1)Cl (tert-butyl 5-(azidomethyl)-2-(2-chloro-3-quinolinyl)-1H-indole-1-carboxylate). Reagents/catalysts: [Pd] (Pd/C). Solvent: CCOC(=O)C (EtOAc). Reaction conditions: temperature 23 celsius, time 2 hour. Product: NCC=1C=C2C=C(N(C2=CC1)C(=O)OC(C)(C)C)C=1C(=NC2=CC=CC=C2C1)Cl (tert-butyl 5-(aminomethyl)-2-(2-chloro-3-quinolinyl)-1H-indole-1-carboxylate). RXN SMILES: [N:1]([CH2:4][C:5]1[CH:6]=[C:7]2[C:11](=[CH:12][CH:13]=1)[N:10]([C:14]([O:16][C:17]([CH3:20])([CH3:19])[CH3:18])=[O:15])[C:9]([C:21]1[C:22]([Cl:31])=[N:23][C:24]3[C:29]([CH:30]=1)=[CH:28][CH:27]=[CH:26][CH:25]=3)=[CH:8]2)=[N+]=[N-]>CCOC(C)=O.[Pd]>[NH2:1][CH2:4][C:5]1[CH:6]=[C:7]2[C:11](=[CH:12][CH:13]=1)[N:10]([C:14]([O:16][C:17]([CH3:19])([CH3:20])[CH3:18])=[O:15])[C:9]([C:21]1[C:22]([Cl:31])=[N:23][C:24]3[C:29]([CH:30]=1)=[CH:28][CH:27]=[CH:26][CH:25]=3)=[CH:8]2. Reported procedure: A mixture of tert-butyl 5-(azidomethyl)-2-(2-chloro-3-quinolinyl)-1H-indole-1-carboxylate (7-3, 730 mg, 1.68 mmol) in EtOAc (50 mL) and 10% Pd/C (146 mg) was stirred under a hydrogen balloon at 23° C. for 2 h. The catalyst was filtered and washed with EtOAc (50 mL). The combined filtrate was concentrated to provide tert-butyl 5-(aminomethyl)-2-(2-chloro-3-quinolinyl)-1H-indole-1-carboxylate (7-4) as a white foam. 1H NMR (400 MHz, CDCl3) δ8.27 (d, 1H, J=8 Hz), 8.18 (s, 1H), 8.07 (d, 1H, J=8 Hz), ... The reactants are Cc1ccccc1CN, COC(=O)c1c(I)cccc1CBr, CCOC(C)=O, Cc1ccccc1, CCCCCC, [K+], [K+], O=C([O-])[O-]. Product: Cc1ccccc1CN1Cc2cccc(I)c2C1=O. As a reaction SMILES: [CH3:14][c:15]1[c:16]([CH2:17][NH2:18])[cH:19][cH:20][cH:21][cH:22]1.[CH3:1][O:2][C:3]([c:4]1[c:5]([CH2:11][Br:12])[cH:6][cH:7][cH:8][c:9]1[I:10])=[O:13].[CH3:29][CH2:30][O:31][C:32](=[O:33])[CH3:34].[CH3:35][c:36]1[cH:37][cH:38][cH:39][cH:40][cH:41]1.[CH3:42][CH2:43][CH2:44][CH2:45][CH2:46][CH3:47].[K+:23].[K+:24].[O-:25][C:26]([O-:27])=[O:28]>>[C:3]1(=[O:13])[c:4]2[c:5]([cH:6][cH:7][cH:8][c:9]2[I:10])[CH2:11][N:18]1[CH2:17][c:16]1[c:15]([CH3:14])[cH:22][cH:21][cH:20][cH:19]1. Reactants: CCOC(=O)c1ccc(C(C)Oc2cc(C)c(-c3ccc(C(C)(C)C)cc3)c(C)c2)s1, C1CCOC1, Cl, [Li+], [OH-]. Product: Cc1cc(OC(C)c2ccc(C(=O)O)s2)cc(C)c1-c1ccc(C(C)(C)C)cc1. Reaction SMILES: [CH2:1]([CH3:2])[O:3][C:4](=[O:5])[c:6]1[s:7][c:8]([CH:11]([CH3:12])[O:13][c:14]2[cH:15][c:16]([CH3:31])[c:17](-[c:21]3[cH:22][cH:23][c:24]([C:27]([CH3:28])([CH3:29])[CH3:30])[cH:25][cH:26]3)[c:18]([CH3:20])[cH:19]2)[cH:9][cH:10]1.[CH2:35]1[O:36][CH2:37][CH2:38][CH2:39]1.[ClH:34].[Li+:32].[OH-:33]>>[O:3]=[C:4]([OH:5])[c:6]1[s:7][c:8]([CH:11]([CH3:12])[O:13][c:14]2[cH:15][c:16]([CH3:31])[c:17](-[c:21]3[cH:22][cH:23][c:24]([C:27]([CH3:28])([CH3:29])[CH3:30])[cH:25][cH:26]3)[c:18]([CH3:20])[cH:19]2)[cH:9][cH:10]1. Reactants: C[Al](C)C, COc1cc(CCc2cc(N)[nH]n2)cc(OC)c1, Cc1ccccc1, CCOC(=O)c1ccc(N2CC(C)N(C)C(C)C2)cc1. Yields the product COc1cc(CCc2cc(NC(=O)c3ccc(N4CC(C)N(C)C(C)C4)cc3)[nH]n2)cc(OC)c1. As a reaction SMILES: [CH3:1][Al:2]([CH3:3])[CH3:4].[CH3:25][O:26][c:27]1[cH:28][c:29]([CH2:35][CH2:36][c:37]2[cH:38][c:39]([NH2:42])[nH:40][n:41]2)[cH:30][c:31]([O:33][CH3:34])[cH:32]1.[CH3:43][c:44]1[cH:45][cH:46][cH:47][cH:48][cH:49]1.[CH3:5][CH:6]1[CH2:7][N:8]([c:14]2[cH:15][cH:16][c:17]([C:18]([O:20][CH2:19][CH3:21])=[O:22])[cH:23][cH:24]2)[CH2:9][CH:10]([CH3:13])[N:11]1[CH3:12]>>[CH3:5][CH:6]1[CH2:7][N:8]([c:14]2[cH:15][cH:16][c:17]([C:18](=[O:20])[NH:42][c:39]3[cH:38][c:37]([CH2:36][CH2:35][c:29]4[cH:28][c:27]([O:26][CH3:25])[cH:32][c:31]([O:33][CH3:34])[cH:30]4)[n:41][nH:40]3)[cH:23][cH:24]2)[CH2:9][CH:10]([CH3:13])[N:11]1[CH3:12].